From a dataset of the Open Reaction Database (ORD), a public repository of structured organic reaction records. describe an organic reaction: reactants, conditions, products, and yield The reactants are C1(=CC=CC=C1)CC#N (phenylacetonitrile), ICC(CI)(C)C (1,3-diiodo-2,2-dimethylpropane), [OH-].[K+] (potassium hydroxide), CS(=O)C (dimethylsulphoxide). Reaction conditions: time 8 hour. Product: CC1(C(CC1)(C#N)C1=CC=CC=C1)C (2,2-dimethyl-1-phenylcyclobutane carbonitrile). As a reaction SMILES: [C:1]1([CH2:7][C:8]#[N:9])[CH:6]=[CH:5][CH:4]=[CH:3][CH:2]=1.I[CH2:11][C:12]([CH3:16])(C)[CH2:13]I.[OH-].[K+].[CH3:19]S(C)=O>>[CH3:11][C:12]1([CH3:16])[CH2:13][CH2:19][C:7]1([C:1]1[CH:6]=[CH:5][CH:4]=[CH:3][CH:2]=1)[C:8]#[N:9] |f:2.3|. Procedure details: A mixture of phenylacetonitrile (47.4 g) and 1,3-diiodo-2,2-dimethylpropane (131.2 g) was added dropwise over 2 hours at 25° C. to a stirred solution of powdered potassium hydroxide (90.7 g) in dry dimethylsulphoxide (600 ml) under a nitrogen atmosphere. The mixture was stirred overnight then poured onto water and extracted with ether (1000 ml). The extracts were decolourised with charcoal, filtered and concentrated in vacuo to yield an orange-brown oil which was distilled under vacuum to give 2...